From a dataset of the Open Reaction Database (ORD), a public repository of structured organic reaction records. describe an organic reaction: reactants, conditions, products, and yield The reactants are ClCCCl, CC1(C)C(=O)N(CC(=O)O)C(c2cc(F)cc(F)c2)CC1O, Nc1ccc2c(c1)CC1(C2)C(=O)Nc2ncccc21, CN(C)C=O, On1nnc2ccccc21. Product: CC1(C)C(=O)N(CC(=O)Nc2ccc3c(c2)CC2(C3)C(=O)Nc3ncccc32)C(c2cc(F)cc(F)c2)CC1O. RXN SMILES: [CH2:52]([Cl:53])[CH2:54][Cl:55].[F:1][c:2]1[cH:3][c:4]([CH:9]2[CH2:10][CH:11]([OH:22])[C:12]([CH3:20])([CH3:21])[C:13](=[O:19])[N:14]2[CH2:15][C:16](=[O:17])[OH:18])[cH:5][c:6]([F:8])[cH:7]1.[NH2:23][c:24]1[cH:25][c:26]2[c:30]([cH:31][cH:32]1)[CH2:29][C:28]1([CH2:27]2)[C:33](=[O:41])[NH:34][c:35]2[n:36][cH:37][cH:38][cH:39][c:40]21.[O:56]=[CH:57][N:58]([CH3:59])[CH3:60].[OH:42][n:43]1[c:44]2[c:45]([cH:46][cH:47][cH:48][cH:49]2)[n:50][n:51]1>>[F:1][c:2]1[cH:3][c:4]([CH:9]2[CH2:10][CH:11]([OH:22])[C:12]([CH3:20])([CH3:21])[C:13](=[O:19])[N:14]2[CH2:15][C:16](=[O:17])[NH:23][c:24]2[cH:25][c:26]3[c:30]([cH:31][cH:32]2)[CH2:29][C:28]2([CH2:27]3)[C:33](=[O:41])[NH:34][c:35]3[n:36][cH:37][cH:38][cH:39][c:40]32)[cH:5][c:6]([F:8])[cH:7]1. Starting materials: Brc1ccc2ncoc2c1, O=C([O-])[O-], C1CCOC1, CC1(C)OB(c2cnc(Cl)c(NS(=O)(=O)c3ccc(F)cc3)c2)OC1(C)C, [Cs+], [Cs+], O. The product is O=S(=O)(Nc1cc(-c2ccc3ncoc3c2)cnc1Cl)c1ccc(F)cc1. As a reaction SMILES: [Br:1][c:2]1[cH:3][c:4]2[c:5]([n:6][cH:7][o:8]2)[cH:9][cH:10]1.[C:11](=[O:12])([O-:13])[O-:14].[CH2:44]1[O:45][CH2:46][CH2:47][CH2:48]1.[Cl:17][c:18]1[n:19][cH:20][c:21]([B:35]2[O:36][C:37]([CH3:38])([CH3:39])[C:40]([CH3:41])([CH3:42])[O:43]2)[cH:22][c:23]1[NH:24][S:25](=[O:26])(=[O:27])[c:28]1[cH:29][cH:30][c:31]([F:34])[cH:32][cH:33]1.[Cs+:15].[Cs+:16].[OH2:49]>>[c:2]1(-[c:21]2[cH:20][n:19][c:18]([Cl:17])[c:23]([NH:24][S:25](=[O:26])(=[O:27])[c:28]3[cH:29][cH:30][c:31]([F:34])[cH:32][cH:33]3)[cH:22]2)[cH:3][c:4]2[c:5]([n:6][cH:7][o:8]2)[cH:9][cH:10]1. Reactants: FC1=C(C=O)C(=CC=C1)OC (2-fluoro-6-methoxybenzaldehyde), sodium hydroxide NaOH, CCO (EtOH). Conditions: temperature 55 celsius. Yields the product C(C)OC1=C(C=O)C(=CC=C1)OC (2-ethoxy-6-methoxybenzaldehyde). RXN SMILES: F[C:2]1[CH:9]=[CH:8][CH:7]=[C:6]([O:10][CH3:11])[C:3]=1[CH:4]=[O:5].[CH3:12][CH2:13][OH:14]>>[CH2:13]([O:14][C:2]1[CH:9]=[CH:8][CH:7]=[C:6]([O:10][CH3:11])[C:3]=1[CH:4]=[O:5])[CH3:12]. Procedure details: A mixture of commercially available 2-fluoro-6-methoxybenzaldehyde (3.372 g; 21.90 mmol) and sodium hydroxide NaOH (10.208 g; 255.00 mmol) in EtOH (525 ml) was heated to 55° C. for 1 h. After cooling to rt, the reaction mixture was concentrated under reduced pressure. Water and DCM were added, and the aq. layer was further extracted with DCM. The mixed organic layers were dried over anh. MgSO4, filtered, and concentrated to dryness under reduced pressure affording 2-ethoxy-6-methoxybenzaldehyde ... Starting materials: CN1CCC=2C=C(C(=CC2C(C1)C=3C=CC=C(C3)N=C=S)O)Cl (AS-300), C(C)#N (acetonitrile), C(=O)(C(F)(F)F)O (TFA), C(=O)(C(F)(F)F)O (TFA). Run in O (Water). Reaction conditions: time 7 minute. Product: COC([C@@H](C)N1C=CC2=CC(=CC=C12)O)=O ((R)-2-(5-hydroxy-indol-1-yl)-propionic acid methyl ester). Reaction SMILES: C[N:2]1[CH2:12][CH:11](C2C=CC=C(N=C=S)C=2)[C:10]2[CH:9]=[C:8]([OH:22])[C:7](Cl)=[CH:6][C:5]=2[CH2:4][CH2:3]1.[C:24]([OH:30])(C(F)(F)F)=[O:25].[C:31](#N)C>O>[CH3:31][O:30][C:24](=[O:25])[C@H:3]([N:2]1[C:5]2[C:10](=[CH:9][C:8]([OH:22])=[CH:7][CH:6]=2)[CH:11]=[CH:12]1)[CH3:4]. Procedure details: Reverse Phase HPLC conditions: Column: YMC-Pack ProC18 (AS-300), 50×4.6 mm (I.D.), S-5 μm, 12 nm (No. 040506614); Mobile Phase: A: 0.1% TFA in Water; B: 0.1% TFA in acetonitrile; Gradient: 90-5% A (10-95% B) in 7 min.; Flow rate: 4.0 mL/min; Detector (UV): 220 nm. Retention time for the title compound: 3.98 min.